Dataset: the Open Reaction Database (ORD), a public repository of structured organic reaction records. Task: describe an organic reaction: reactants, conditions, products, and yield Starting materials: CCOP(=O)(Cc1cccc(C(F)(F)F)c1)OCC, FC(F)(F)c1cccc(CBr)c1, [Li]CCCC, C1CCOC1. Product: CCOP(=O)(OCC)C(Cc1cccc(C(F)(F)F)c1)c1cccc(C(F)(F)F)c1. As a reaction SMILES: [F:1][C:2]([c:3]1[cH:4][c:5]([CH2:6][P:7]([O:8][CH2:9][CH3:10])([O:11][CH2:12][CH3:13])=[O:14])[cH:15][cH:16][cH:17]1)([F:18])[F:19].[F:25][C:26]([c:27]1[cH:28][c:29]([CH2:30][Br:31])[cH:32][cH:33][cH:34]1)([F:35])[F:36].[Li:20][CH2:21][CH2:22][CH2:23][CH3:24].[O:37]1[CH2:38][CH2:39][CH2:40][CH2:41]1>>[F:1][C:2]([c:3]1[cH:4][c:5]([CH:6]([P:7]([O:8][CH2:9][CH3:10])([O:11][CH2:12][CH3:13])=[O:14])[CH2:30][c:29]2[cH:28][c:27]([C:26]([F:25])([F:35])[F:36])[cH:34][cH:33][cH:32]2)[cH:15][cH:16][cH:17]1)([F:18])[F:19].